From a dataset of the Open Reaction Database (ORD), a public repository of structured organic reaction records. describe an organic reaction: reactants, conditions, products, and yield Starting materials: [H][H] (hydrogen), C(=O)CCCCC(=O)OC (methyl 5-formylvalerate), N (ammonia). Yield: 3.3%. Procedure details: Thereafter, 2,200 g/hour of 9.86% strength by weight methanolic methyl 5-formylvalerate solution and 800 ml/hour (488 g/hour) of liquid ammonia were pumped through the reactor from below, while hydrogen was passed through simultaneously, at 80° C. and under 102 bar. The reaction mixture passed from the top of the reactor via a condenser into a separator, from which 2,596 g/hour of product mixture (regulated via the level control) and 207 l/hour of waste gas were removed. According to quantitativ... The product is NCCCCCC(=O)OC (methyl 6-aminocaproate), C1(CCCCCN1)=O (caprolactam). RXN SMILES: [CH:1]([CH2:3][CH2:4][CH2:5][CH2:6][C:7]([O:9][CH3:10])=[O:8])=[O:2].[NH3:11].[H][H]>>[NH2:11][CH2:1][CH2:3][CH2:4][CH2:5][CH2:6][C:7]([O:9][CH3:10])=[O:8].[C:1]1(=[O:2])[NH:11][CH2:7][CH2:6][CH2:5][CH2:4][CH2:3]1. Reactants: N#Cc1ccc(Oc2cc(F)ccc2F)c(S(=O)(=O)Cl)c1, CN(C)C1CCNCC1, ClCCl, O. The product is CN(C)C1CCN(S(=O)(=O)c2cc(C#N)ccc2Oc2cc(F)ccc2F)CC1. Reaction SMILES: [C:1](#[N:2])[c:3]1[cH:4][cH:5][c:6]([O:13][c:14]2[c:15]([F:21])[cH:16][cH:17][c:18]([F:20])[cH:19]2)[c:7]([S:9](=[O:10])(=[O:11])[Cl:12])[cH:8]1.[CH3:22][N:23]([CH:24]1[CH2:25][CH2:26][NH:27][CH2:28][CH2:29]1)[CH3:30].[Cl:32][CH2:33][Cl:34].[OH2:31]>>[C:1](#[N:2])[c:3]1[cH:4][cH:5][c:6]([O:13][c:14]2[c:15]([F:21])[cH:16][cH:17][c:18]([F:20])[cH:19]2)[c:7]([S:9](=[O:10])(=[O:11])[N:27]2[CH2:26][CH2:25][CH:24]([N:23]([CH3:22])[CH3:30])[CH2:29][CH2:28]2)[cH:8]1. The reactants are CCOc1cc(-c2c(CC)cccc2CC)ncc1C=O, [Mg+]C1CCCCC1, [Cl-], [Cl-], [NH4+]. Product: CCOc1cc(-c2c(CC)cccc2CC)ncc1C(O)C1CCCCC1. As a reaction SMILES: [CH2:9]([CH3:10])[c:11]1[c:12](-[c:19]2[cH:20][c:21]([O:27][CH2:28][CH3:29])[c:22]([CH:25]=[O:26])[cH:23][n:24]2)[c:13]([CH2:17][CH3:18])[cH:14][cH:15][cH:16]1.[CH:2]1([Mg+:8])[CH2:3][CH2:4][CH2:5][CH2:6][CH2:7]1.[Cl-:1].[Cl-:30].[NH4+:31]>>[CH:2]1([CH:25]([c:22]2[c:21]([O:27][CH2:28][CH3:29])[cH:20][c:19](-[c:12]3[c:11]([CH2:9][CH3:10])[cH:16][cH:15][cH:14][c:13]3[CH2:17][CH3:18])[n:24][cH:23]2)[OH:26])[CH2:3][CH2:4][CH2:5][CH2:6][CH2:7]1. Reactants: C1(CCC1)OCC1=CC(=C(C(=C1)OC)B(O)O)OC ({4-[(cyclobutyloxy)methyl]-2,6-dimethoxyphenyl}boronic acid), C([O-])([O-])=O.[K+].[K+] (potassium carbonate), C1(=CC=CC=C1)P(C1=CC=CC=C1)C1=CC=CC=C1 (triphenylphosphine), BrC=1N2C(SC1)=C(C(=N2)OC)NC(OC(C)(C)C)=O (tert-butyl (3-bromo-6-methoxypyrazolo[5,1-b][1,3]thiazol-7-yl)carbamate). The reagents and catalysts are C(C)(=O)[O-].[Pd+2].C(C)(=O)[O-] (palladium acetate). Solvent: O (water), COCCOC (DME), O (Water), C(C)(=O)OCC (ethyl acetate). Reaction conditions: temperature 90 celsius, time 3 hour. Yields the product C1(CCC1)OCC1=CC(=C(C(=C1)OC)C=1N2C(SC1)=C(C(=N2)OC)NC(OC(C)(C)C)=O)OC (tert-Butyl (3-{4-[(cyclobutyloxy)methyl]-2,6-dimethoxyphenyl}-6-methoxypyrazolo[5,1-b][1,3]thiazol-7-yl)carbamate). The yield is 89.4%. Reaction SMILES: Br[C:2]1[N:3]2[N:9]=[C:8]([O:10][CH3:11])[C:7]([NH:12][C:13](=[O:19])[O:14][C:15]([CH3:18])([CH3:17])[CH3:16])=[C:4]2[S:5][CH:6]=1.[CH:20]1([O:24][CH2:25][C:26]2[CH:31]=[C:30]([O:32][CH3:33])[C:29](B(O)O)=[C:28]([O:37][CH3:38])[CH:27]=2)[CH2:23][CH2:22][CH2:21]1.C(=O)([O-])[O-].[K+].[K+].C1(P(C2C=CC=CC=2)C2C=CC=CC=2)C=CC=CC=1>C([O-])(=O)C.[Pd+2].C([O-])(=O)C.C(OCC)(=O)C.O.COCCOC>[CH:20]1([O:24][CH2:25][C:26]2[CH:27]=[C:28]([O:37][CH3:38])[C:29]([C:2]3[N:3]4[N:9]=[C:8]([O:10][CH3:11])[C:7]([NH:12][C:13](=[O:19])[O:14][C:15]([CH3:18])([CH3:17])[CH3:16])=[C:4]4[S:5][CH:6]=3)=[C:30]([O:32][CH3:33])[CH:31]=2)[CH2:23][CH2:22][CH2:21]1 |f:2.3.4,6.7.8|. Reported procedure: To a mixture of tert-butyl (3-bromo-6-methoxypyrazolo[5,1-b][1,3]thiazol-7-yl)carbamate (987 mg, 2.83 mmol), DME (80 mL) and water (28 mL) were added {4-[(cyclobutyloxy)methyl]-2,6-dimethoxyphenyl}boronic acid (904 mg, 3.4 mmol), potassium carbonate (785 mg, 5.68 mmol), triphenylphosphine (370 mg, 1.42 mmol) and palladium acetate (63.7 mg, 0.282 mmol) in that order, and the mixture was stirred at 90° C. (internal temperature) for 3 hours. Water was added to the reaction mixture, and then ethyl a...